Dataset: the Open Reaction Database (ORD), a public repository of structured organic reaction records. Task: describe an organic reaction: reactants, conditions, products, and yield The reactants are [Mg] (magnesium), [Mg] (magnesium), CC (Ethane), C(C)(C)NC(C)C (diisopropylamine), BrCC (Bromoethane), CC[Mg+].[Br-] (EtMgBr). The solvent is C1CCOC1 (THF). Yields the product C(C)(C)N(C(C)C)[Mg]Br (Diisopropylaminomagnesium Bromide). Reaction SMILES: [Mg:1].[CH:2]([NH:5][CH:6]([CH3:8])[CH3:7])([CH3:4])[CH3:3].BrCC.CC.CC[Mg+].[Br-:17]>C1COCC1>[CH:2]([N:5]([Mg:1][Br:17])[CH:6]([CH3:8])[CH3:7])([CH3:4])[CH3:3] |f:4.5|. Reported procedure: Into a 1 liter round bottom flask equipped with an addition funnel and a reflux condenser were placed magnesium turnings (24.3 g, 1.0 mol), diisopropylamine (20.2 g, 0.2 mol) and THF (500 ml). Bromoethane (120.0 g, 1.1 mol) was added dropwise to this mixture via the addition funnel at such a rate as to maintain a refluxing solution. Ethane was evolved during the addition. The reaction was determined to be complete once all of the magnesium was consumed. This process produced a solution containin... The reactants are C(C)I (ethyliodide), CN(C=O)C (dimethylformamide), [O-]CC (ethoxide), N1C=C(C2=CC=CC=C12)C=O (indole-3-carboxaldehyde). Run in C(C)OCC (ethylether). Conditions: temperature 55 celsius, time 20 minute. The product is C(C)N1C=C(C2=CC=CC=C12)C=O (N-ethylindole-3-carboxaldehyde). The yield is 50.0%. RXN SMILES: CN(C)C=O.[NH:6]1[C:14]2[C:9](=[CH:10][CH:11]=[CH:12][CH:13]=2)[C:8]([CH:15]=[O:16])=[CH:7]1.[O-][CH2:18][CH3:19].C(I)C>C(OCC)C>[CH2:18]([N:6]1[C:14]2[C:9](=[CH:10][CH:11]=[CH:12][CH:13]=2)[C:8]([CH:15]=[O:16])=[CH:7]1)[CH3:19]. Reported procedure: To a 500 milliliter reaction vessel equipped with a magnetic stirrer is added 100 milliliters anhydrous dimethylformamide and 80 milliliters anhydrous ethylether. The reaction vessel is now partially immersed in an oil bath and 14.2 grams (0.098 moles) indole-3-carboxaldehyde (purified) introduced into the reaction vessel followed by the addition of 24.9 grams (0.1 moles) thallous ethoxide. The reaction mixture is then heated to a temperature in the range of about 35° - 40° C with constant stirr... Starting materials: C(C)C1=NOC(=N1)C=1N=CC=2NC3=CC=CC(=C3C2C1COC)OC1=NC=CC=N1 (3-(3-ethyl-1,2,4-oxadiazol-5-yl)-4-methoxymethyl-5-(2-pyrimidinyloxy)-β-carboline), ClC=1C=CC(=NC1)OC1=C2C=3C(=C(N=CC3NC2=CC=C1)C1=NC(=NO1)CC)COC (5-(5-chloro-2-pyridyloxy)-4-methoxymethyl-3-(3-ethyl1,2,4-oxadiazol-5-yl)-β-carboline), C(C)(C)OC(C)C (diisopropyl ether). The solvent is CCO (EtOH). Yields the product C(C)C1=NOC(=N1)C=1N=CC=2NC3=CC=CC(=C3C2C1COC)OC1=NC=CN=C1 (3-(3-Ethyl-1,2,4-oxadiazol-5-yl)-4-methoxymethyl5-(2-pyrazinyloxy)-β-carboline). RXN SMILES: [CH2:1]([C:3]1[N:7]=[C:6]([C:8]2[N:9]=[CH:10][C:11]3[NH:12][C:13]4[C:18]([C:19]=3[C:20]=2[CH2:21][O:22][CH3:23])=[C:17]([O:24][C:25]2[N:30]=[CH:29][CH:28]=CN=2)[CH:16]=[CH:15][CH:14]=4)[O:5][N:4]=1)[CH3:2].ClC1C=C[C:35](OC2C=CC=C3C=2C2C(COC)=C(C4ON=C(CC)N=4)N=CC=2N3)=[N:36]C=1.C(OC(C)C)(C)C>CCO>[CH2:1]([C:3]1[N:7]=[C:6]([C:8]2[N:9]=[CH:10][C:11]3[NH:12][C:13]4[C:18]([C:19]=3[C:20]=2[CH2:21][O:22][CH3:23])=[C:17]([O:24][C:25]2[CH:35]=[N:36][CH:28]=[CH:29][N:30]=2)[CH:16]=[CH:15][CH:14]=4)[O:5][N:4]=1)[CH3:2]. Reported procedure: 3-(3-ethyl-1,2,4-oxadiazol-5-yl)-4-methoxymethyl-5-(2-pyrimidinyloxy)-β-carboline, mp 175°-176° C. (EtOH), 5-(5-chloro-2-pyridyloxy)-4-methoxymethyl-3-(3-ethyl1,2,4-oxadiazol-5-yl)-β-carboline, mp 144°-146° C. (diisopropyl ether). Starting materials: ClC=1C(=NC(=NC1)NC1=C(C=C(C(=C1)C)C1CCNCC1)C)NC1=NNC(=C1)C (5-chloro-N2-(2,5-dimethyl-4-(piperidin-4-yl)phenyl)-N4-(5-methyl-1H-pyrazol-3-yl)pyrimidine-2,4-diamine), ClCCCS(=O)(=O)N1CCC1 (1-(3-chloropropylsulfonyl)azetidine), TEA, [I-].[Na+] (sodium iodide). Solvent: CN1CCCC1=O (NMP). Run at temperature 150 celsius. The product is N1(CCC1)S(=O)(=O)CCCN1CCC(CC1)C1=CC(=C(C=C1C)NC1=NC=C(C(=N1)NC1=NNC(=C1)C)Cl)C (N2-(4-(1-(3-(azetidin-1-ylsulfonyl)propyl)piperidin-4-yl)-2,5-dimethylphenyl)-5-chloro-N4-(5-methyl-1H-pyrazol-3-yl)pyrimidine-2,4-diamine). Reaction SMILES: [Cl:1][C:2]1[C:3]([NH:23][C:24]2[CH:28]=[C:27]([CH3:29])[NH:26][N:25]=2)=[N:4][C:5]([NH:8][C:9]2[CH:14]=[C:13]([CH3:15])[C:12]([CH:16]3[CH2:21][CH2:20][NH:19][CH2:18][CH2:17]3)=[CH:11][C:10]=2[CH3:22])=[N:6][CH:7]=1.Cl[CH2:31][CH2:32][CH2:33][S:34]([N:37]1[CH2:40][CH2:39][CH2:38]1)(=[O:36])=[O:35].[I-].[Na+]>CN1C(=O)CCC1>[N:37]1([S:34]([CH2:33][CH2:32][CH2:31][N:19]2[CH2:20][CH2:21][CH:16]([C:12]3[C:13]([CH3:15])=[CH:14][C:9]([NH:8][C:5]4[N:4]=[C:3]([NH:23][C:24]5[CH:28]=[C:27]([CH3:29])[NH:26][N:25]=5)[C:2]([Cl:1])=[CH:7][N:6]=4)=[C:10]([CH3:22])[CH:11]=3)[CH2:17][CH2:18]2)(=[O:36])=[O:35])[CH2:40][CH2:39][CH2:38]1 |f:2.3|. Procedure: A mixture of 5-chloro-N2-(2,5-dimethyl-4-(piperidin-4-yl)phenyl)-N4-(5-methyl-1H-pyrazol-3-yl)pyrimidine-2,4-diamine (42 mg, 0.1 mmol), 1-(3-chloropropylsulfonyl)azetidine (Step 1, 0.1 mmol), TEA (70 μL) and sodium iodide (150 mg) in NMP (1 mL) was placed in a sealed vial which was heated in a microwave for 30 min at 150° C. The reaction was purified by RP-HPLC to give N2-(4-(1-(3-(azetidin-1-ylsulfonyl)propyl)piperidin-4-yl)-2,5-dimethylphenyl)-5-chloro-N4-(5-methyl-1H-pyrazol-3-yl)pyrimidine-2... The reactants are CCOCC (ether), C1(=CC=CC2=CC=CC=C12)C(=O)N1CC(C(C1)CO)CN1CCC(CC1)C1=CC=C(C=C1)F (1-(1-naphthoyl)-3-(RS)-(4-(4-fluorophenyl)piperidinylmethyl)-4-(SR)-hydroxymethylpyrrolidine), [OH-].[K+] (KOH), CI (methyl iodide). The solvent is CS(=O)C (DMSO). Product: C1(=CC=CC2=CC=CC=C12)C(=O)N1CC(C(C1)COC)CN1CCC(CC1)C1=CC=C(C=C1)F (1-(1-Naphthoyl)-3-(RS)-(4-(4-fluorophenyl)piperidinylmethyl)-4-(SR)-(methoxymethyl)pyrrolidine). RXN SMILES: [C:1]1([C:11]([N:13]2[CH2:17][CH:16]([CH2:18][OH:19])[CH:15]([CH2:20][N:21]3[CH2:26][CH2:25][CH:24]([C:27]4[CH:32]=[CH:31][C:30]([F:33])=[CH:29][CH:28]=4)[CH2:23][CH2:22]3)[CH2:14]2)=[O:12])[C:10]2[C:5](=[CH:6][CH:7]=[CH:8][CH:9]=2)[CH:4]=[CH:3][CH:2]=1.[OH-].[K+].CI.[CH3:38]COCC>CS(C)=O>[C:1]1([C:11]([N:13]2[CH2:17][CH:16]([CH2:18][O:19][CH3:38])[CH:15]([CH2:20][N:21]3[CH2:26][CH2:25][CH:24]([C:27]4[CH:28]=[CH:29][C:30]([F:33])=[CH:31][CH:32]=4)[CH2:23][CH2:22]3)[CH2:14]2)=[O:12])[C:10]2[C:5](=[CH:6][CH:7]=[CH:8][CH:9]=2)[CH:4]=[CH:3][CH:2]=1 |f:1.2|. Reported procedure: A solution of 0.025 g (0.057 mmol) of 1-(1-naphthoyl)-3-(RS)-(4-(4-fluorophenyl)piperidinylmethyl)-4-(SR)-hydroxymethylpyrrolidine, 0.013 g (0.23 mmol) of KOH and 0.028 mL (0.46 mmol) of methyl iodide in 2 mL of DMSO was stirred at rt for 1.2 h. The reaction mixture was poured into ether and washed with sat'd NaHCO3 and NaCl solutions, dried over Na2SO4 and filtered. The filtrate was concentrated and the residue was purified by chromatography (silica, acetone:hexanes, 1:2) to give the title comp... Starting materials: O(C1=CC=CC=C1)CCCSCC1SC(OC1)(CCC(=O)OCC)CCC(=O)OCC (Diethyl 4-[[(3-phenoxypropyl)thio]methyl]-1,3-oxathiolane-2,2-dipropanoate), [OH-].[Li+] (lithium hydroxide). The product is O(C1=CC=CC=C1)CCCSCC1SC(OC1)(CCC(=O)O)CCC(=O)O (4-[[(3-Phenoxypropyl)thio]methyl]-1,3-oxathiolane-2,2-dipropanoic acid). Reaction SMILES: [O:1]([CH2:8][CH2:9][CH2:10][S:11][CH2:12][CH:13]1[CH2:17][O:16][C:15]([CH2:25][CH2:26][C:27]([O:29]CC)=[O:28])([CH2:18][CH2:19][C:20]([O:22]CC)=[O:21])[S:14]1)[C:2]1[CH:7]=[CH:6][CH:5]=[CH:4][CH:3]=1.[OH-].[Li+]>>[O:1]([CH2:8][CH2:9][CH2:10][S:11][CH2:12][CH:13]1[CH2:17][O:16][C:15]([CH2:18][CH2:19][C:20]([OH:22])=[O:21])([CH2:25][CH2:26][C:27]([OH:29])=[O:28])[S:14]1)[C:2]1[CH:7]=[CH:6][CH:5]=[CH:4][CH:3]=1 |f:1.2|. Reported procedure: The title compound was prepared according to the procedure of Example 3 using the ester produced in Example 6 (2.44 g, 0.0052 mol) and aqueous lithium hydroxide solution (2M, 9 ml). The product, 1.86 g (82%), was obtained as an oil. The reactants are resultant mixture, [Li+].[OH-] (LiOH), C(CCl)Cl (EDC), C=1C=CC2=C(C1)N=NN2O (HOBt), Cl.C(C)(C)(C)OC(CCN)=O (β-alanine tert-butyl ester hydrochloride), resultant mixture, ClC=1C=C2C=C(N(C2=CC1)C1=CC(=CC=C1)C(F)(F)F)C(CC(C)(C)C)=O (1-{5-Chloro-1-[3-(trifluoromethyl)phenyl]-1H-indol-2-yl}-3,3-dimethylbutan-1-one), CCN(C(C)C)C(C)C (DIEA), C[Si](C)(C)[N-][Si](C)(C)C.[K+] (KHMDS), BrCC1=CC=C(C(=O)OC)C=C1 (methyl 4-bromomethylbenzoate), resultant mixture. Run in CN(C)C=O (DMF), C1CCOC1 (THF). Run at time 30 minute. Yields the product ClC=1C=C2C=C(N(C2=CC1)C1=CC(=CC=C1)C(F)(F)F)C(=O)C(CC1=CC=C(C(=O)NCCC(=O)O)C=C1)C(C)(C)C (3-({4-[(2RS)-2-({5-Chloro-1-[3-(trifluoromethyl)phenyl]-1H-indol-2-yl}carbonyl)-3,3-dimethylbutyl]benzoyl}amino)propanoic acid). RXN SMILES: [Cl:1][C:2]1[CH:3]=[C:4]2[C:8](=[CH:9][CH:10]=1)[N:7]([C:11]1[CH:16]=[CH:15][CH:14]=[C:13]([C:17]([F:20])([F:19])[F:18])[CH:12]=1)[C:6]([C:21](=[O:27])[CH2:22][C:23]([CH3:26])([CH3:25])[CH3:24])=[CH:5]2.C[Si]([N-][Si](C)(C)C)(C)C.[K+].Br[CH2:39][C:40]1[CH:49]=[CH:48][C:43]([C:44]([O:46]C)=O)=[CH:42][CH:41]=1.[Li+].[OH-].C(Cl)CCl.C1C=CC2N(O)N=NC=2C=1.Cl.C([O:71][C:72](=[O:76])[CH2:73][CH2:74][NH2:75])(C)(C)C.CCN(C(C)C)C(C)C>C1COCC1.CN(C=O)C>[Cl:1][C:2]1[CH:3]=[C:4]2[C:8](=[CH:9][CH:10]=1)[N:7]([C:11]1[CH:16]=[CH:15][CH:14]=[C:13]([C:17]([F:19])([F:18])[F:20])[CH:12]=1)[C:6]([C:21]([CH:22]([C:23]([CH3:24])([CH3:26])[CH3:25])[CH2:39][C:40]1[CH:41]=[CH:42][C:43]([C:44]([NH:75][CH2:74][CH2:73][C:72]([OH:76])=[O:71])=[O:46])=[CH:48][CH:49]=1)=[O:27])=[CH:5]2 |f:1.2,4.5,8.9|. Reported procedure: To a cooled (−78° C.) solution of the title compound of Example 15 Step B (65.0 mg, 0.17 mmol) in THF (1 mL) was added KHMDS (0.660 mL, 0.5 M in toluene, 0.33 mmol). After 30 min, methyl 4-bromomethylbenzoate (76.0 mg, 0.33 mmol) was added, and the resultant mixture was allowed to warm slowly to room temperature over 15 h. The mixture was then quenched by addition of sat. aq. NaHCO3, and the aqueous phase was extracted with EtOAc. The organic phase was dried over anhydrous Na2SO4, and concentrat... Starting materials: FC1=C(C=CC=C1S(=O)(=O)C)C1CCN(CC1)CCC (4-[2-fluoro-3-(methylsulfonyl)phenyl]-1-propylpiperidine), N (ammonia). The solvent is CO (methanol). Conditions: temperature 160 celsius. The product is CS(=O)(=O)C1=C(N)C(=CC=C1)C1CCN(CC1)CCC (2-(METHYLSULFONYL)-6-(1-PROPYLPIPERIDIN-4-YL)ANILINE). RXN SMILES: F[C:2]1[C:7]([S:8]([CH3:11])(=[O:10])=[O:9])=[CH:6][CH:5]=[CH:4][C:3]=1[CH:12]1[CH2:17][CH2:16][N:15]([CH2:18][CH2:19][CH3:20])[CH2:14][CH2:13]1.[NH3:21]>CO>[CH3:11][S:8]([C:7]1[CH:6]=[CH:5][CH:4]=[C:3]([CH:12]2[CH2:17][CH2:16][N:15]([CH2:18][CH2:19][CH3:20])[CH2:14][CH2:13]2)[C:2]=1[NH2:21])(=[O:10])=[O:9]. Procedure details: 4-[2-fluoro-3-(methylsulfonyl)phenyl]-1-propylpiperidine (0.45 g, 1.52 mmol) was dissolved in a solution of ammonia in methanol (7 M, 15 ml). The mixture was heated to 160° C. in a sealed tube under microwave radiation for 20 h. The solvent was evaporated and the crude product was purified on a preparative HPLC-system. Yield: 0.125 g (30%). The amine was converted to the hydrochloric acid salt and recrystallized from ethanol/diethyl ether: M.p. 232-233° C. MS m/z (relative intensity, 70 eV) 296 ... The reactants are CNC(=O)CBr, Cc1cc(Nc2nc(Nc3cc(C)c(C4CCCNC4)cc3C)ncc2Cl)n[nH]1, CN(C)C=O. The product is CNC(=O)CN1CCCC(c2cc(C)c(Nc3ncc(Cl)c(Nc4cc(C)[nH]n4)n3)cc2C)C1. Reaction SMILES: [Br:30][CH2:31][C:32](=[O:33])[NH:34][CH3:35].[Cl:1][c:2]1[c:3]([NH:23][c:24]2[n:25][nH:26][c:27]([CH3:29])[cH:28]2)[n:4][c:5]([NH:8][c:9]2[c:10]([CH3:22])[cH:11][c:12]([CH:16]3[CH2:17][NH:18][CH2:19][CH2:20][CH2:21]3)[c:13]([CH3:15])[cH:14]2)[n:6][cH:7]1.[O:36]=[CH:37][N:38]([CH3:39])[CH3:40]>>[Cl:1][c:2]1[c:3]([NH:23][c:24]2[n:25][nH:26][c:27]([CH3:29])[cH:28]2)[n:4][c:5]([NH:8][c:9]2[c:10]([CH3:22])[cH:11][c:12]([CH:16]3[CH2:17][N:18]([CH2:31][C:32](=[O:33])[NH:34][CH3:35])[CH2:19][CH2:20][CH2:21]3)[c:13]([CH3:15])[cH:14]2)[n:6][cH:7]1.